This data is from the Open Reaction Database (ORD), a public repository of structured organic reaction records. The task is: describe an organic reaction: reactants, conditions, products, and yield Starting materials: CCOC(=O)CCCNc1nc2c(C#N)c(C)c(-c3ccccc3)c(N3CCC(N(C)C)C3)c2o1, CCO, Cl, [Na+], [OH-]. The product is Cc1c(-c2ccccc2)c(N2CCC(N(C)C)C2)c2oc(NCCCC(=O)O)nc2c1C#N. RXN SMILES: [C:3](#[N:4])[c:5]1[c:6]([CH3:37])[c:7](-[c:31]2[cH:32][cH:33][cH:34][cH:35][cH:36]2)[c:8]([N:23]2[CH2:24][CH:25]([N:28]([CH3:29])[CH3:30])[CH2:26][CH2:27]2)[c:9]2[c:10]1[n:11][c:12]([NH:14][CH2:15][CH2:16][CH2:17][C:18](=[O:19])[O:20][CH2:21][CH3:22])[o:13]2.[CH3:39][CH2:40][OH:41].[ClH:38].[Na+:2].[OH-:1]>>[C:3](#[N:4])[c:5]1[c:6]([CH3:37])[c:7](-[c:31]2[cH:32][cH:33][cH:34][cH:35][cH:36]2)[c:8]([N:23]2[CH2:24][CH:25]([N:28]([CH3:29])[CH3:30])[CH2:26][CH2:27]2)[c:9]2[c:10]1[n:11][c:12]([NH:14][CH2:15][CH2:16][CH2:17][C:18](=[O:19])[OH:20])[o:13]2.